This data is from the Open Reaction Database (ORD), a public repository of structured organic reaction records. The task is: describe an organic reaction: reactants, conditions, products, and yield Starting materials: [N+](=O)([O-])[O-].[Rb+] (rubidium nitrate), O.O.O.O.O.O.O.O.O.[N+](=O)([O-])[O-].[Al+3].[N+](=O)([O-])[O-].[N+](=O)([O-])[O-] (aluminum nitrate nonahydrate). Solvent: O (water). Product: [N+](=O)([O-])[O-].[Al+3].[N+](=O)([O-])[O-].[N+](=O)([O-])[O-] (aluminum nitrate), [N+](=O)([O-])[O-].[Rb+] (rubidium nitrate). Reaction SMILES: [N+:1]([O-:4])([O-:3])=[O:2].[Rb+:5].O.O.O.O.O.O.O.O.O.[N+:15]([O-:18])([O-:17])=[O:16].[Al+3:19].[N+:20]([O-:23])([O-:22])=[O:21].[N+:24]([O-:27])([O-:26])=[O:25]>O>[N+:1]([O-:4])([O-:3])=[O:2].[Al+3:19].[N+:15]([O-:18])([O-:17])=[O:16].[N+:20]([O-:23])([O-:22])=[O:21].[N+:24]([O-:27])([O-:26])=[O:25].[Rb+:5] |f:0.1,2.3.4.5.6.7.8.9.10.11.12.13.14,16.17.18.19,20.21|. Reported procedure: An aqueous solution in which 4.86 kg of aluminum nitrate nonahydrate and 1.53 kg of rubidium nitrate were dissolved in 5.0 L of pure water was gradually dropped into 20.0 kg of a stirred silica sol solution having a colloidal particle diameter of from 10 to 20 nm held at 15° C. (TX11561 manufactured by Nalco Co., Ltd. (SiO2 content: 30 wt %)) to obtain a mixed slurry of silica sol, aluminum nitrate and rubidium nitrate. Then, the mixed slurry was aged by holding at room temperature for 24 hours.... The reactants are C(C)(C)(C)OC(N(C)CC(C1=CC=C(C=C1)O)C1=CC=C(C=C1)Br)=O ([2-(4-Bromo-phenyl)-2-(4-hydroxy-phenyl)-ethyl]-methyl-carbamic acid tert-butyl ester), ClC1=NC=CN=C1 (2-chloropyrazine), C(=O)([O-])[O-].[K+].[K+] (K2CO3). The solvent is CN(C=O)C (dimethylformamide). Reaction conditions: time 72 hour. Yields the product BrC1=CC=C(C=C1)C(CNC)C1=CC=C(C=C1)OC1=NC=CN=C1 ({2-(4-Bromo-phenyl)-2-[4-(pyrazin-2-yloxy)-phenyl]-ethyl}-methyl-amine). The yield is 68.8%. As a reaction SMILES: C(OC(=O)[N:7]([CH2:9][CH:10]([C:18]1[CH:23]=[CH:22][C:21]([Br:24])=[CH:20][CH:19]=1)[C:11]1[CH:16]=[CH:15][C:14]([OH:17])=[CH:13][CH:12]=1)[CH3:8])(C)(C)C.Cl[C:27]1[CH:32]=[N:31][CH:30]=[CH:29][N:28]=1.C([O-])([O-])=O.[K+].[K+]>CN(C)C=O>[Br:24][C:21]1[CH:20]=[CH:19][C:18]([CH:10]([C:11]2[CH:12]=[CH:13][C:14]([O:17][C:27]3[CH:32]=[N:31][CH:30]=[CH:29][N:28]=3)=[CH:15][CH:16]=2)[CH2:9][NH:7][CH3:8])=[CH:23][CH:22]=1 |f:2.3.4|. Procedure: A solution of [2-(4-Bromo-phenyl)-2-(4-hydroxy-phenyl)-ethyl]-methyl-carbamic acid tert-butyl ester (125 mg, 0.31 mmol), 2-chloropyrazine (35.2 mg, 0.31 mmol) and K2CO3 (213 mg, 1.54 mmol) in dimethylformamide (8 ml) was heated to 100° C. for 17 hours. Upon cooling, the solvent was removed under reduced pressure and the residue was partitioned between ethyl acetate and saturated NaHCO3 solution. The organic layer was dried (MgSO4), filtered and concentrated. The crude product was then treated wi... Starting materials: N/C=1/C\C(=C/C2=C(\N1)C=C(C=C2)Br)\C(=O)N(CCC)CCC ((1E,4E)-2-amino-8-bromo-N,N-dipropyl-3H-benzo[b]azepine-4-carboxamide), COC(=O)C1=CC=C(C=C1)B(O)O (4-(methoxycarbonyl)phenylboronic acid), C([O-])([O-])=O.[K+].[K+] (potassium carbonate). The reagents and catalysts are C=1C=CC(=CC1)[P](C=2C=CC=CC2)(C=3C=CC=CC3)[Pd]([P](C=4C=CC=CC4)(C=5C=CC=CC5)C=6C=CC=CC6)([P](C=7C=CC=CC7)(C=8C=CC=CC8)C=9C=CC=CC9)[P](C=1C=CC=CC1)(C=1C=CC=CC1)C=1C=CC=CC1 (tetrakis(triphenylphosphine)palladium(0)). Run in C(C)#N (acetonitrile), CCOC(=O)C (EtOAc). Conditions: temperature 100 celsius. Yields the product N/C=1/C\C(=C/C2=C(\N1)C=C(C=C2)C2=CC=C(C=C2)C(CO)O)\C(=O)N(CCC)CCC ((1E,4E)-2-amino-8-(4-(1,2-dihydroxyethyl)phenyl)-N,N-dipropyl-3H-benzo[b]azepine-4-carboxamide). Isolated yield 19.0%. Reaction SMILES: [NH2:1][C:2]1[CH2:3][C:4]([C:14]([N:16]([CH2:20][CH2:21][CH3:22])[CH2:17][CH2:18][CH3:19])=[O:15])=[CH:5][C:6]2[CH:12]=[CH:11][C:10](Br)=[CH:9][C:7]=2[N:8]=1.CO[C:25]([C:27]1[CH:32]=[CH:31][C:30](B(O)O)=[CH:29][CH:28]=1)=[O:26].[C:36](=O)([O-])[O-:37].[K+].[K+]>C(#N)C.CCOC(C)=O.C1C=CC([P]([Pd]([P](C2C=CC=CC=2)(C2C=CC=CC=2)C2C=CC=CC=2)([P](C2C=CC=CC=2)(C2C=CC=CC=2)C2C=CC=CC=2)[P](C2C=CC=CC=2)(C2C=CC=CC=2)C2C=CC=CC=2)(C2C=CC=CC=2)C2C=CC=CC=2)=CC=1>[NH2:1][C:2]1[CH2:3][C:4]([C:14]([N:16]([CH2:20][CH2:21][CH3:22])[CH2:17][CH2:18][CH3:19])=[O:15])=[CH:5][C:6]2[CH:12]=[CH:11][C:10]([C:30]3[CH:29]=[CH:28][C:27]([CH:25]([OH:26])[CH2:36][OH:37])=[CH:32][CH:31]=3)=[CH:9][C:7]=2[N:8]=1 |f:2.3.4,^1:54,56,75,94|. Procedure details: Reaction of (1E,4E)-2-amino-8-bromo-N,N-dipropyl-3H-benzo[b]azepine-4-carboxamide and 4-(4-(4,4,5,5-tetramethyl-1,3,2-dioxaborolan-2-yl)phenyl)-1,3-dioxolan-2-one as follows yielded (1E,4E)-2-amino-8-(4-(2-oxo-1,3-dioxolan-4-yl)phenyl)-N,N-dipropyl-3H-benzo[b]azepine-4-carboxamide (9%). (1E,4E)-2-amino-8-bromo-N,N-dipropyl-3H-benzo[b]azepine-4-carboxamide (75.0 mgs, 0.206 mmol), 4-(methoxycarbonyl)phenylboronic acid (55.6 mgs, 0.309 mmol, tetrakis(triphenylphosphine)palladium(0) (23.8 mgs, 0.021... Starting materials: COC(=O)C=1N(C2=CC=CC=C2C1O)C1=CC=CC=C1 (3-hydroxy-1-phenyl-1H-indole-2-carboxylic acid methyl ester), COC1=CC=C(C=C1)NC1=C(C(=O)O)C=CC=C1 (2-(4-methoxyphenylamino)benzoic acid), C1(=CC=CC=C1)NC1=C(C(=O)O)C=CC=C1 (2-(phenylamino)benzoic acid). Yields the product COC(=O)C=1N(C2=CC=CC=C2C1O)C1=CC=C(C=C1)OC (3-Hydroxy-1-(4-methoxyphenyl)-1H-indole-2-carboxylic acid methyl ester). Reaction SMILES: [CH3:1][O:2][C:3]([C:5]1[N:6]([C:15]2[CH:20]=[CH:19][CH:18]=[CH:17][CH:16]=2)[C:7]2[C:12]([C:13]=1[OH:14])=[CH:11][CH:10]=[CH:9][CH:8]=2)=[O:4].[CH3:21][O:22]C1C=CC(NC2C=CC=CC=2C(O)=O)=CC=1.C1(NC2C=CC=CC=2C(O)=O)C=CC=CC=1>>[CH3:1][O:2][C:3]([C:5]1[N:6]([C:15]2[CH:20]=[CH:19][C:18]([O:22][CH3:21])=[CH:17][CH:16]=2)[C:7]2[C:12]([C:13]=1[OH:14])=[CH:11][CH:10]=[CH:9][CH:8]=2)=[O:4]. Procedure details: Prepared in a manner analogous to the multi-step procedure described [P. Friedlander and K. Kunz, Chem. Ber., 55, 1597 (1922)] for the preparation of 3-hydroxy-1-phenyl-1H-indole-2-carboxylic acid methyl ester, with 2-(4-methoxyphenylamino)benzoic acid substituted for 2-(phenylamino)benzoic acid in the first step of the synthetic sequence. The final indole product was recrystallized from 2-propanol to yield analytically pure product, mp 153°-155° C. Starting materials: cuprous cyanide, compound, BrC1=CC=C(C=C1)C1=CC=C(C=C1)CC(=O)O (4'-Bromo-4-carboxymethylbiphenyl), N (ammonia), O (water), N1=CC=CC=C1 (pyridine), cuprous cyanide. The solvent is CN(C)C=O (DMF). Run at time 8 hour. Product: C(#N)C1=CC=C(C=C1)C1=CC=C(C=C1)CC(=O)O (4'-Cyano-4-carboxymethylbiphenyl). As a reaction SMILES: Br[C:2]1[CH:7]=[CH:6][C:5]([C:8]2[CH:13]=[CH:12][C:11]([CH2:14][C:15]([OH:17])=[O:16])=[CH:10][CH:9]=2)=[CH:4][CH:3]=1.[N:18]1C=CC=C[CH:19]=1.N.O>CN(C=O)C>[C:19]([C:2]1[CH:7]=[CH:6][C:5]([C:8]2[CH:13]=[CH:12][C:11]([CH2:14][C:15]([OH:17])=[O:16])=[CH:10][CH:9]=2)=[CH:4][CH:3]=1)#[N:18]. Procedure details: The compound (840 mg) obtained in the above (2) is dissolved in DMF (7 ml), and thereto are added pyridine (10 μl) and cuprous cyanide (I) (410 mg), and the mixture is refluxed with stirring for 8 hours. To the mixture is further added cuprous cyanide (I) (410 mg), and the mixture is refluxed with stirring for 7.5 hours. After cooling, to the mixture is added a mixture of conc. aqueous ammonia (5 ml) and water (60 ml), and the precipitates are removed by filtration. The filtrate is concentrated ... Reported procedure: 2.57 g of 8-α-chloroethylcaffeine are dissolved in 25 ml of anhydrous dimethylformamide, to which 2.98 g of dry potassium nicotinate are added. The mixture is heated under shaking at 100° C for 1 hour, then filtered off and the filtrate evaporated under reduced pressure. The residue, after washing with water, gives 3.1 g of slightly crude product which is purified by crystallization from 95% ethanol : m.p. (EtOH) 160° C. The monohydrochloride melts at 200°-210° C. Product: C(C1=CN=CC=C1)(=O)OC(C)C1=NC=2N(C(N(C)C(C2N1C)=O)=O)C (8-[α-(nicotinoyloxy)-ethyl]-caffeine). Starting materials: ClC(C)C1=NC=2N(C(N(C)C(C2N1C)=O)=O)C (8-α-chloroethylcaffeine), C(C1=CN=CC=C1)(=O)[O-].[K+] (potassium nicotinate). Reaction SMILES: Cl[CH:2]([C:4]1[N:13]([CH3:14])[C:12]2[C:11](=[O:15])[N:9]([CH3:10])[C:8](=[O:16])[N:7]([CH3:17])[C:6]=2[N:5]=1)[CH3:3].[C:18]([O-:26])(=[O:25])[C:19]1[CH:24]=[CH:23][CH:22]=[N:21][CH:20]=1.[K+]>CN(C)C=O>[C:18]([O:26][CH:2]([C:4]1[N:13]([CH3:14])[C:12]2[C:11](=[O:15])[N:9]([CH3:10])[C:8](=[O:16])[N:7]([CH3:17])[C:6]=2[N:5]=1)[CH3:3])(=[O:25])[C:19]1[CH:24]=[CH:23][CH:22]=[N:21][CH:20]=1 |f:1.2|. Solvent: CN(C=O)C (dimethylformamide). Run at temperature 100 celsius, time 1 hour. Reactants: CC(C)(C)C=1C=C(C(=O)NC2=CC=C(C=C2)[N+](=O)[O-])C=C(C1O)C(C)(C)C (3,5-bis-(1,1-dimethylethyl)-4-hydroxy-N-(4-nitrophenyl)-benzamide), [H][H] (hydrogen). Solvent: C(C)O.ClCCl (ethanol dichloromethane), [Pd] (Pd/C). Product: CC(C)(C)C=1C=C(C(=O)NC2=CC=C(C=C2)N)C=C(C1O)C(C)(C)C (3,5-bis-(1,1-dimethylethyl)-4-hydroxy-N-(4-aminophenyl)-benzamide). Isolated yield 49.3%. RXN SMILES: [CH3:1][C:2]([C:5]1[CH:6]=[C:7]([CH:20]=[C:21]([C:24]([CH3:27])([CH3:26])[CH3:25])[C:22]=1[OH:23])[C:8]([NH:10][C:11]1[CH:16]=[CH:15][C:14]([N+:17]([O-])=O)=[CH:13][CH:12]=1)=[O:9])([CH3:4])[CH3:3].[H][H]>C(O)C.ClCCl.[Pd]>[CH3:4][C:2]([C:5]1[CH:6]=[C:7]([CH:20]=[C:21]([C:24]([CH3:27])([CH3:26])[CH3:25])[C:22]=1[OH:23])[C:8]([NH:10][C:11]1[CH:16]=[CH:15][C:14]([NH2:17])=[CH:13][CH:12]=1)=[O:9])([CH3:1])[CH3:3] |f:2.3|. Procedure: In a 250 ml Parr flask, 2.4 g (6.5 mmoles) of 3,5-bis-(1,1-dimethylethyl)-4-hydroxy-N-(4-nitrophenyl)-benzamide is dissolved in 50 ml of an absolute ethanol/dichloromethane mixture (1/1) in the presence of 10% Pd/C. The mixture is agitated under 20 PSI of hydrogen, at 30° C., for one hour. After filtration on celite, the filtrate is concentrated under vacuum. The evaporation residue is taken up in 25 ml of a 1M HCl solution. The precipitate formed is filtered and rinsed with 50 ml of diethyl eth... The reactants are [OH-].[Na+] (sodium hydroxide), [N+](=O)([O-])C1=C(C=CC(=C1)C)O (2-nitro-4-methylphenol), BrC(C(=O)OCC)(C)C (ethyl 2-bromo-2-methylpropionate), [H-].[Na+] (sodium hydride). The solvent is C(C)(=O)OCC (ethyl acetate), CN1C(N(CCC1)C)=O (1,3-dimethyl-3,4,5,6-tetrahydro-2(1H)-pyrimidinone). Conditions: time 2 hour. Product: CC(C(=O)OCC)(C)OC1=C(C=C(C=C1)C)[N+](=O)[O-] (ethyl 2-methyl-2-(2-nitro-4-methylphenoxy)propionate). Yield: 24.9%. RXN SMILES: [N+:1]([C:4]1[CH:9]=[C:8]([CH3:10])[CH:7]=[CH:6][C:5]=1[OH:11])([O-:3])=[O:2].[H-].[Na+].Br[C:15]([CH3:22])([CH3:21])[C:16]([O:18][CH2:19][CH3:20])=[O:17].[OH-].[Na+]>CN1CCCN(C)C1=O.C(OCC)(=O)C>[CH3:21][C:15]([O:11][C:5]1[CH:6]=[CH:7][C:8]([CH3:10])=[CH:9][C:4]=1[N+:1]([O-:3])=[O:2])([CH3:22])[C:16]([O:18][CH2:19][CH3:20])=[O:17] |f:1.2,4.5|. Reported procedure: A solution of 2-nitro-4-methylphenol (11.48 g) in 1,3-dimethyl-3,4,5,6-tetrahydro-2(1H)-pyrimidinone (DMPU) (50 ml) was cooled at 5° C. and treated with portions of sodium hydride (55% w/w dispersion in mineral oil, 3.27 g). The mixture was stirred at room temperature for 2 hours, then cooled to 5° C. and treated with ethyl 2-bromo-2-methylpropionate (13.15 g). The mixture was heated at about 100° C. for 18 hours, then cooled to room temperature and poured into a mixture of aqueous sodium hydrox... Reactants: BrC=1C=C(C=C(C1F)Br)C(C(F)(F)F)=O (1-(3,5-dibromo-4-fluorophenyl)-2,2,2-trifluoroethanone), ClC=1C=C(C=CC1C)C(C)=O (1-(3-chloro-4-methylphenyl)ethanone). Solvent: C(C)(=O)OCC (ethyl acetate). Conditions: temperature 50 celsius, time 2 hour. Yields the product ClC=1C=C(C=CC1C)C(CC(C(F)(F)F)(O)C1=CC(=C(C(=C1)Br)F)Br)=O (1-(3-chloro-4-methylphenyl)-3-(3,5-dibromo-4-fluorophenyl)-4,4,4-trifluoro-3-hydroxy-butan-1-one). The yield is 95.4%. As a reaction SMILES: [Br:1][C:2]1[CH:3]=[C:4]([C:10](=[O:15])[C:11]([F:14])([F:13])[F:12])[CH:5]=[C:6]([Br:9])[C:7]=1[F:8].[Cl:16][C:17]1[CH:18]=[C:19]([C:24](=[O:26])[CH3:25])[CH:20]=[CH:21][C:22]=1[CH3:23]>C(OCC)(=O)C>[Cl:16][C:17]1[CH:18]=[C:19]([C:24](=[O:26])[CH2:25][C:10]([C:4]2[CH:3]=[C:2]([Br:1])[C:7]([F:8])=[C:6]([Br:9])[CH:5]=2)([OH:15])[C:11]([F:14])([F:12])[F:13])[CH:20]=[CH:21][C:22]=1[CH3:23]. Procedure: To a stirred solution of 1-(3,5-dibromo-4-fluorophenyl)-2,2,2-trifluoroethanone (0.99 g) and 1-(3-chloro-4-methylphenyl)ethanone (0.48 g) in ethyl acetate (3 mL) was added dithylamine (0.062 g). The mixture was stirred at 50° C. for 2 hours. The reaction mixture was then concentrated under reduced pressure and the crude product was purified by liquid chromatography (medium pressure collection apparatus: Purif-α2 manufactured by Moritex Corporation) eluted with ethyl acetate-hexane (1:10) to affo... Starting materials: COC(=O)C=1C(C(=C(NC1C)C)C(=O)OCCOC1=CC=C(C=C1)OCC(C)(C)N)C1=CC(=CC=C1)[N+](=O)[O-] (1,4-dihydro-2,6-dimethyl-4-(m-nitrophenyl)-pyridine-3,5-dicarboxylic acid 3-{2-[p-(2-amino-2-methylpropoxy)-phenoxy]-ethyl}-ester 5-methyl ester), O1C(COC2=C(C#N)C=CC=C2)C1 (2-(2,3-epoxypropoxy)-benzonitrile). Run in C(C)(C)O (isopropanol). Yields the product COC(=O)C=1C(C(=C(NC1C)C)C(=O)OCCOC1=CC=C(C=C1)OCC(C)(C)NCC(COC1=C(C=CC=C1)C#N)O)C1=CC(=CC=C1)[N+](=O)[O-] (1,4-dihydro-2,6-dimethyl-4-(m-nitrophenyl)-pyridine-3,5-dicarboxylic acid 3-{{{2-{{p-{2-[3-(o-cyanophenoxy)-2-hydroxypropylamino]-2-methylpropoxy}-phenoxy}}-ethyl}}}-ester 5-methyl ester). As a reaction SMILES: [CH3:1][O:2][C:3]([C:5]1[CH:6]([C:31]2[CH:36]=[CH:35][CH:34]=[C:33]([N+:37]([O-:39])=[O:38])[CH:32]=2)[C:7]([C:13]([O:15][CH2:16][CH2:17][O:18][C:19]2[CH:24]=[CH:23][C:22]([O:25][CH2:26][C:27]([NH2:30])([CH3:29])[CH3:28])=[CH:21][CH:20]=2)=[O:14])=[C:8]([CH3:12])[NH:9][C:10]=1[CH3:11])=[O:4].[O:40]1[CH2:52][CH:41]1[CH2:42][O:43][C:44]1[CH:51]=[CH:50][CH:49]=[CH:48][C:45]=1[C:46]#[N:47]>C(O)(C)C>[CH3:1][O:2][C:3]([C:5]1[CH:6]([C:31]2[CH:36]=[CH:35][CH:34]=[C:33]([N+:37]([O-:39])=[O:38])[CH:32]=2)[C:7]([C:13]([O:15][CH2:16][CH2:17][O:18][C:19]2[CH:24]=[CH:23][C:22]([O:25][CH2:26][C:27]([NH:30][CH2:52][CH:41]([OH:40])[CH2:42][O:43][C:44]3[CH:51]=[CH:50][CH:49]=[CH:48][C:45]=3[C:46]#[N:47])([CH3:29])[CH3:28])=[CH:21][CH:20]=2)=[O:14])=[C:8]([CH3:12])[NH:9][C:10]=1[CH3:11])=[O:4]. Procedure details: A solution of 5.4 g (10 mmol) of 1,4-dihydro-2,6-dimethyl-4-(m-nitrophenyl)-pyridine-3,5-dicarboxylic acid 3-{2-[p-(2-amino-2-methylpropoxy)-phenoxy]-ethyl}-ester 5-methyl ester and 2.3 g (13 mmol) of 2-(2,3-epoxypropoxy)-benzonitrile in 30 ml of isopropanol is heated under reflux for 18 hours. After working up and chromatography analogously to Example 1, 1,4-dihydro-2,6-dimethyl-4-(m-nitrophenyl)-pyridine-3,5-dicarboxylic acid 3-{{{2-{{p-{2-[3-(o-cyanophenoxy)-2-hydroxypropylamino]-2-methylprop...